This data is from the Open Reaction Database (ORD), a public repository of structured organic reaction records. The task is: describe an organic reaction: reactants, conditions, products, and yield Reactants: COC(=O)Cc1ccc(OCc2ccc3ccccc3n2)cc1, BrC1CCCC1, [H-], [Na+], CN(C)C=O, O. Product: COC(=O)C(c1ccc(OCc2ccc3ccccc3n2)cc1)C1CCCC1. Reaction SMILES: [CH3:1][O:2][C:3]([CH2:4][c:5]1[cH:6][cH:7][c:8]([O:11][CH2:12][c:13]2[n:14][c:15]3[cH:16][cH:17][cH:18][cH:19][c:20]3[cH:21][cH:22]2)[cH:9][cH:10]1)=[O:23].[CH:26]1([Br:31])[CH2:27][CH2:28][CH2:29][CH2:30]1.[H-:24].[Na+:25].[O:33]=[CH:34][N:35]([CH3:36])[CH3:37].[OH2:32]>>[CH3:1][O:2][C:3]([CH:4]([c:5]1[cH:6][cH:7][c:8]([O:11][CH2:12][c:13]2[n:14][c:15]3[cH:16][cH:17][cH:18][cH:19][c:20]3[cH:21][cH:22]2)[cH:9][cH:10]1)[CH:26]1[CH2:27][CH2:28][CH2:29][CH2:30]1)=[O:23]. The reactants are Example 1 ( g ), OC1CN(CCC1C1=CC=C(C=C1)OCCCOCC1=C(C=CC=C1)OC)C(=O)OC(C)(C)C (tert-butyl (3RS,4RS)-3-hydroxy-4-[4-[3-(2-methoxy-benzyloxy)-propoxy]-phenyl]-piperidine-1-carboxylate), ClCC1=C(C2=CC=CC=C2C(=C1)OC)OC (2-chloromethyl-1,4-dimethoxy-naphthalene). Yields the product COC1=C(C=C(C2=CC=CC=C12)OC)COC1CN(CCC1C1=CC=C(C=C1)OCCCOCC1=C(C=CC=C1)OC)C(=O)OC(C)(C)C (tert-butyl (3RS,4RS)-3-(1,4-dimethoxy-naphthalen-2-ylmethoxy)-4-{4-[3-(2-methoxy-benzyloxy)-propoxy]-phenyl}-piperidine-1-carboxylate). RXN SMILES: [OH:1][CH:2]1[CH:7]([C:8]2[CH:13]=[CH:12][C:11]([O:14][CH2:15][CH2:16][CH2:17][O:18][CH2:19][C:20]3[CH:25]=[CH:24][CH:23]=[CH:22][C:21]=3[O:26][CH3:27])=[CH:10][CH:9]=2)[CH2:6][CH2:5][N:4]([C:28]([O:30][C:31]([CH3:34])([CH3:33])[CH3:32])=[O:29])[CH2:3]1.Cl[CH2:36][C:37]1[CH:46]=[C:45]([O:47][CH3:48])[C:44]2[C:39](=[CH:40][CH:41]=[CH:42][CH:43]=2)[C:38]=1[O:49][CH3:50]>>[CH3:50][O:49][C:38]1[C:39]2[C:44](=[CH:43][CH:42]=[CH:41][CH:40]=2)[C:45]([O:47][CH3:48])=[CH:46][C:37]=1[CH2:36][O:1][CH:2]1[CH:7]([C:8]2[CH:13]=[CH:12][C:11]([O:14][CH2:15][CH2:16][CH2:17][O:18][CH2:19][C:20]3[CH:25]=[CH:24][CH:23]=[CH:22][C:21]=3[O:26][CH3:27])=[CH:10][CH:9]=2)[CH2:6][CH2:5][N:4]([C:28]([O:30][C:31]([CH3:34])([CH3:33])[CH3:32])=[O:29])[CH2:3]1. Reported procedure: (ff) In an analogous manner to that described in Example 1 (g), by alkylating tert-butyl (3RS,4RS)-3-hydroxy-4-[4-[3-(2-methoxy-benzyloxy)-propoxy]-phenyl]-piperidine-1-carboxylate with 2-chloromethyl-1,4-dimethoxy-naphthalene there was obtained tert-butyl (3RS,4RS)-3-(1,4-dimethoxy-naphthalen-2-ylmethoxy)-4-{4-[3-(2-methoxy-benzyloxy)-propoxy]-phenyl}-piperidine-1-carboxylate as a pale yellow syrup; MS: 689 (M+NH4)+.